From a dataset of the Open Reaction Database (ORD), a public repository of structured organic reaction records. describe an organic reaction: reactants, conditions, products, and yield Reactants: OC1=C(C2=C(C(CO2)=O)C=C1)CN1CCN(CC1)C (6-hydroxy-7-[(4-methylpiperazin-1-yl)methyl]benzofuran-3(2H)-one), N1C=C(C2=CC=CN=C12)C=O (7-aza-1H-indole-3-carboxaldehyde), N1CCCCC1 (piperidine). Solvent: CO (methanol). Conditions: temperature 60 celsius, time 2 hour. Yields the product N1C=C(C=2C1=NC=CC2)\C=C\2/OC1=C(C2=O)C=CC(=C1CN1CCN(CC1)C)O ((Z)-2-((1H-pyrrolo[2,3-b]pyridin-3-yl)methylene)-6-hydroxy-7-[(4-methylpiperazin-1-yl)methyl]benzofuran-3(2H)-one). Yield: 73.3%. RXN SMILES: [OH:1][C:2]1[CH:11]=[CH:10][C:5]2[C:6](=[O:9])[CH2:7][O:8][C:4]=2[C:3]=1[CH2:12][N:13]1[CH2:18][CH2:17][N:16]([CH3:19])[CH2:15][CH2:14]1.[NH:20]1[C:28]2[C:23](=[CH:24][CH:25]=[CH:26][N:27]=2)[C:22]([CH:29]=O)=[CH:21]1.N1CCCCC1>CO>[NH:20]1[C:28]2=[N:27][CH:26]=[CH:25][CH:24]=[C:23]2[C:22](/[CH:29]=[C:7]2\[O:8][C:4]3[C:3]([CH2:12][N:13]4[CH2:14][CH2:15][N:16]([CH3:19])[CH2:17][CH2:18]4)=[C:2]([OH:1])[CH:11]=[CH:10][C:5]=3[C:6]\2=[O:9])=[CH:21]1. Procedure details: A solution of 6-hydroxy-7-[(4-methylpiperazin-1-yl)methyl]benzofuran-3(2H)-one (0.100 g, 0.381 mmol) obtained in Example A31, Step 1 in methanol (1.5 mL) was added with 7-aza-1H-indole-3-carboxaldehyde (0.0557 g, 0.381 mmol) and piperidine (0.00324 g, 0.0381 mmol), and the mixture was stirred at 60° C. for 2 hours. The reaction mixture was cooled to room temperature, and then the precipitated solid was collected by filtration to obtain (Z)-2-((1H-pyrrolo[2,3-b]pyridin-3-yl)methylene)-6-hydroxy-7...